Dataset: the Open Reaction Database (ORD), a public repository of structured organic reaction records. Task: describe an organic reaction: reactants, conditions, products, and yield Reactants: Cc1ccccc1, Cc1cc([N+](=O)[O-])c(C)c(Cl)c1Oc1ccc(Cl)c2ccccc12, [H][H]. Product: Cc1cc(N)c(C)c(Cl)c1Oc1ccc(Cl)c2ccccc12. RXN SMILES: [CH3:27][c:28]1[cH:29][cH:30][cH:31][cH:32][cH:33]1.[Cl:1][c:2]1[c:3]([CH3:24])[c:4]([N+:21]([O-:22])=[O:23])[cH:5][c:6]([CH3:20])[c:7]1[O:8][c:9]1[cH:10][cH:11][c:12]([Cl:19])[c:13]2[cH:14][cH:15][cH:16][cH:17][c:18]12.[H:25][H:26]>>[Cl:1][c:2]1[c:3]([CH3:24])[c:4]([NH2:21])[cH:5][c:6]([CH3:20])[c:7]1[O:8][c:9]1[cH:10][cH:11][c:12]([Cl:19])[c:13]2[cH:14][cH:15][cH:16][cH:17][c:18]12. The reactants are O[C@@H](COC1=NC(=NC2=CC=CC=C12)N1CCNCC1)[C@H](CO)O (4-[(2S,3S)-(2,3,4-trihydroxybutan-1-yl)oxy]-2-(1-piperazinyl)quinazoline), Cl.CO (HCl methanol). Run in CO (methanol). Product: Cl.O[C@@H](COC1=NC(=NC2=CC=CC=C12)N1CCNCC1)[C@H](CO)O (4-[(2S,3S)-(2,3,4-trihydroxybutan-1-yl)oxy]-2-(1-piperazinyl)quinazoline monohydrochloride). As a reaction SMILES: [OH:1][C@H:2]([C@@H:21]([OH:24])[CH2:22][OH:23])[CH2:3][O:4][C:5]1[C:14]2[C:9](=[CH:10][CH:11]=[CH:12][CH:13]=2)[N:8]=[C:7]([N:15]2[CH2:20][CH2:19][NH:18][CH2:17][CH2:16]2)[N:6]=1.[ClH:25].CO>CO>[ClH:25].[OH:1][C@H:2]([C@@H:21]([OH:24])[CH2:22][OH:23])[CH2:3][O:4][C:5]1[C:14]2[C:9](=[CH:10][CH:11]=[CH:12][CH:13]=2)[N:8]=[C:7]([N:15]2[CH2:20][CH2:19][NH:18][CH2:17][CH2:16]2)[N:6]=1 |f:1.2,4.5|. Procedure: 4-[(2S,3S)-(2,3,4-Trihydroxybutan-1-yl)oxy]-2-(1-piperazinyl)quinazoline (cf Example 62) (0.5 g) is dissolved in methanol (40 ml), and thereto is added 2N HCl-methanol (0.82 ml), and the mixture is evaporated to dryness under reduced pressure. The resulting residue is recrystallized from ethanol to give 4-[(2S,3S)-(2,3,4-trihydroxybutan-1-yl)oxy]-2-(1-piperazinyl)quinazoline monohydrochloride (0.21 g). Run in CO (methanol). As a reaction SMILES: BrC(C(OCC)=O)C(OCC)=O.COC1C=C([O-])C=CC=1.[Na+].COC1C=C(C=CC=1)OC(C(OCC)=O)C(OCC)=O.COC1C=C(C=CC=1)OC1C(=O)NC=NC=1O.Cl[C:61]1[C:66]([O:67][C:68]2[CH:73]=[CH:72][CH:71]=[C:70]([O:74][CH3:75])[CH:69]=2)=[C:65]([Cl:76])[N:64]=[CH:63][N:62]=1.[K].[C:78]([C:82]1[CH:87]=[CH:86][C:85]([S:88]([NH2:91])(=[O:90])=[O:89])=[CH:84][CH:83]=1)([CH3:81])([CH3:80])[CH3:79]>CO>[C:78]([C:82]1[CH:87]=[CH:86][C:85]([S:88]([NH:91][C:61]2[C:66]([O:67][C:68]3[CH:73]=[CH:72][CH:71]=[C:70]([O:74][CH3:75])[CH:69]=3)=[C:65]([Cl:76])[N:64]=[CH:63][N:62]=2)(=[O:89])=[O:90])=[CH:84][CH:83]=1)([CH3:81])([CH3:79])[CH3:80] |f:1.2,6.7,^1:76|. Product: C(C)(C)(C)C1=CC=C(C=C1)S(=O)(=O)NC1=NC=NC(=C1OC1=CC(=CC=C1)OC)Cl (p-t-butyl-N-[6-chloro-5-(m-methoxyphenoxy)-4-pyrimidinyl]benzenesulfonamide). Procedure details: Diethyl bromomalonate was converted with sodium m-methoxyphenolate in analogy to Example 1, paragraph c), into diethyl (m-methoxyphenoxy)malonate, colorless liquid. B.p. 143° C./0.05 Torr. The thus-obtained malonic ester was converted in analogy to Example 1, paragraph d), into 5-(m-methoxyphenoxy)-6-hydroxy-4(3H)-pyrimidinone from which in analogy to Example 1, paragraph e), there was prepared 4,6-dichloro-5-(m-methoxyphenoxy)pyrimidine, m.p. 109°-110° C. Reaction of the last-named compound wit... Reactants: BrC(C(=O)OCC)C(=O)OCC (Diethyl bromomalonate), COC=1C=C(OC=2C(NC=NC2O)=O)C=CC1 (5-(m-methoxyphenoxy)-6-hydroxy-4(3H)-pyrimidinone), malonic ester, [K].C(C)(C)(C)C1=CC=C(C=C1)S(=O)(=O)N (p-t-butylbenzenesulfonamide potassium), COC=1C=C(C=CC1)[O-].[Na+] (sodium m-methoxyphenolate), COC=1C=C(OC(C(=O)OCC)C(=O)OCC)C=CC1 (diethyl (m-methoxyphenoxy)malonate), ClC1=NC=NC(=C1OC1=CC(=CC=C1)OC)Cl (4,6-dichloro-5-(m-methoxyphenoxy)pyrimidine). Reactants: N1CCCC1 (Pyrrolidine), COC(C(CCBr)C)=O (4-Bromo-2-methyl-butyric acid methyl ester). Run in C1(=CC=CC=C1)C (toluene). The product is amine, COC(C(CCN1CCCC1)C)=O (2-methyl-4-(pyrrolidin-1-yl)-butyric acid methyl ester). Reaction SMILES: [NH:1]1[CH2:5][CH2:4][CH2:3][CH2:2]1.[CH3:6][O:7][C:8](=[O:14])[CH:9]([CH3:13])[CH2:10][CH2:11]Br>C1(C)C=CC=CC=1>[CH3:6][O:7][C:8](=[O:14])[CH:9]([CH3:13])[CH2:10][CH2:11][N:1]1[CH2:5][CH2:4][CH2:3][CH2:2]1. Procedure: Pyrrolidine (5.4 mL, 66 mmol) was dissolved in toluene (40 mL). 4-Bromo-2-methyl-butyric acid methyl ester (4.3 g, 22.0 mmol) was added and the reaction stirred at reflux for 2.5 hours. Removal of the solvent and of the excess amine at reduced pressure gave 2-methyl-4-(pyrrolidin-1-yl)-butyric acid methyl ester as a thick oil. The crude product was diluted with MeOH (3 mL) and 1.0M NaOH aq solution (22 mL) was added and the reaction stirred at reflux for 18 hours.